Dataset: the Open Reaction Database (ORD), a public repository of structured organic reaction records. Task: describe an organic reaction: reactants, conditions, products, and yield Reactants: O (water), C(C)O (ethanol), [OH-].[Na+] (sodium hydroxide), C(#N)C=1N=NC(=CC1)N1CCN(CC1)C (3-cyano-6-(4-methylpiperazin-1-yl)pyridazine). The solvent is C(Cl)Cl (methylene chloride). Conditions: temperature 20 celsius. The product is CN1CCN(CC1)C1=CC=C(N=N1)C(=O)OCC (Ethyl [6-(4-methylpiperazin-1-yl)pyridazin-3-yl]-carboxylate). As a reaction SMILES: [C:1]([C:3]1[N:4]=[N:5][C:6]([N:9]2[CH2:14][CH2:13][N:12]([CH3:15])[CH2:11][CH2:10]2)=[CH:7][CH:8]=1)#N.[OH2:16].[CH2:17]([OH:19])[CH3:18].[OH-].[Na+]>C(Cl)Cl>[CH3:15][N:12]1[CH2:11][CH2:10][N:9]([C:6]2[N:5]=[N:4][C:3]([C:1]([O:19][CH2:17][CH3:18])=[O:16])=[CH:8][CH:7]=2)[CH2:14][CH2:13]1 |f:3.4|. Procedure: Ethyl [6-(4-methylpiperazin-1-yl)pyridazin-3-yl]-carboxylate can be obtained by heating a suspension of 3-cyano-6-(4-methylpiperazin-1-yl)pyridazine (40.7 g ) in a mixture of distilled water (300 cc), ethanol (200 cc) and 10N aqueous sodium hydroxide (100 cc) at a temperature of about 80° C. for 5 hours. After cooling to a temperature of about 20° C., methylene chloride (200 cc) is added to the reaction mixture and the aqueous phase is decanted, acidified with 12N hydrochloric acid (100 cc) and ...